Dataset: the Open Reaction Database (ORD), a public repository of structured organic reaction records. Task: describe an organic reaction: reactants, conditions, products, and yield The reactants are Example 1 ( b ), C1(=CC=C(C=C1)C1=CC=CC=C1)CCNS(=O)(=O)CC(=O)OC (methyl 2-({[2-(biphen4-yl)ethyl]amino}sulfonyl)acetate), NO (hydroxylamine). Yields the product ONC(CS(=O)(=O)NCCC1=CC=C(C=C1)C1=CC=CC=C1)=O (N-Hydroxy 2-({[2-(biphen4-yl)ethyl]amino}sulfonyl)acetamide). RXN SMILES: [C:1]1([CH2:13][CH2:14][NH:15][S:16]([CH2:19][C:20]([O:22]C)=O)(=[O:18])=[O:17])[CH:6]=[CH:5][C:4]([C:7]2[CH:12]=[CH:11][CH:10]=[CH:9][CH:8]=2)=[CH:3][CH:2]=1.[NH2:24][OH:25]>>[OH:25][NH:24][C:20](=[O:22])[CH2:19][S:16]([NH:15][CH2:14][CH2:13][C:1]1[CH:6]=[CH:5][C:4]([C:7]2[CH:12]=[CH:11][CH:10]=[CH:9][CH:8]=2)=[CH:3][CH:2]=1)(=[O:18])=[O:17]. Procedure details: In a manner similar to Example 1 (b), methyl 2-({[2-(biphen4-yl)ethyl]amino}sulfonyl)acetate was reacted with hydroxylamine to give the title compound as a colourless solid. Reaction SMILES: [OH:1][C:2]1[CH:9]=[CH:8][C:7]([O:10][CH3:11])=[CH:6][C:3]=1[CH:4]=O.[NH2:12][C:13]1[CH:18]=[CH:17][CH:16]=[CH:15][CH:14]=1.[BH4-].[Na+].Cl>O.CO>[OH:1][C:2]1[CH:9]=[CH:8][C:7]([O:10][CH3:11])=[CH:6][C:3]=1[CH2:4][NH:12][C:13]1[CH:18]=[CH:17][CH:16]=[CH:15][CH:14]=1 |f:2.3|. The solvent is O (water), CO (methanol). The product is OC1=C(CNC2=CC=CC=C2)C=C(C=C1)OC (N-(2-hydroxy-5-methoxybenzyl)aniline). Starting materials: Cl (hydrochloric acid), OC1=C(C=O)C=C(C=C1)OC (2-hydroxy-5-methoxy benzaldehyde), NC1=CC=CC=C1 (aniline), [BH4-].[Na+] (sodium borohydride). Procedure: A mixture of 15.2 g 2-hydroxy-5-methoxy benzaldehyde, 93 g of aniline and 100 ml of methanol was stirred at 25° for 20 hours. The mixture was then cooled with an ice-bath and stirred, and 3.9 g of sodium borohydride was added slowly. The mixture was stirred for 1 hour at 25°, 150 ml of water was added and the pH was adjusted to 7.0 with 2.5N hydrochloric acid. The resultant solid was collected, washed with water and purified by chromatography on silica gel using 3:17 ethyl acetate:n-hexane as an... Reaction conditions: time 20 hour. Starting materials: COC(C(CC=1C(=NC(=NC1)Cl)Cl)C1=CC(=CC(=C1)C(F)(F)F)C(F)(F)F)=O (2-(3,5-bis-trifluoromethyl-phenyl)-3-(2,4-dichloro-pyrimidin-5-yl)-propionic acid methyl ester), NC1=CC=CC=C1 (aniline). Conditions: temperature 120 celsius. Product: COC(C(CC=1C(=NC(=NC1)NC1=CC=CC=C1)NC1=CC=CC=C1)C1=CC(=CC(=C1)C(F)(F)F)C(F)(F)F)=O (3-(2,4-diphenylamino-pyrimidin-5-yl)-2-(3,5-bis-trifluoromethyl-phenyl)-propionic acid methyl ester). As a reaction SMILES: [CH3:1][O:2][C:3](=[O:28])[CH:4]([C:14]1[CH:19]=[C:18]([C:20]([F:23])([F:22])[F:21])[CH:17]=[C:16]([C:24]([F:27])([F:26])[F:25])[CH:15]=1)[CH2:5][C:6]1[C:7](Cl)=[N:8][C:9](Cl)=[N:10][CH:11]=1.[NH2:29][C:30]1[CH:35]=[CH:34][CH:33]=[CH:32][CH:31]=1>>[CH3:1][O:2][C:3](=[O:28])[CH:4]([C:14]1[CH:19]=[C:18]([C:20]([F:23])([F:22])[F:21])[CH:17]=[C:16]([C:24]([F:27])([F:26])[F:25])[CH:15]=1)[CH2:5][C:6]1[C:7]([NH:29][C:30]2[CH:35]=[CH:34][CH:33]=[CH:32][CH:31]=2)=[N:8][C:9]([NH:29][C:30]2[CH:35]=[CH:34][CH:33]=[CH:32][CH:31]=2)=[N:10][CH:11]=1. Reported procedure: A mixture of 2-(3,5-bis-trifluoromethyl-phenyl)-3-(2,4-dichloro-pyrimidin-5-yl)-propionic acid methyl ester (0.35 g, 0.78 mmol) (from Example 8b supra) and aniline (2.0 mL) (Aldrich) was heated at 120° C. for 1 hour. The reaction mixture was washed with hexanes (50 mL×3) and the supernatant was decanted off after each time. The residue was dissolved in ethyl acetate (100 mL) and successively washed with saturated aqueous ammonium chloride solution (30 mL), water (30 mL) and brine (30 mL), dried ... Starting materials: BrC(C)C (2-bromopropane), [OH-].[Na+] (sodium hydroxide), FC1=CC=C(C=C1)CC#N (4-fluorophenylacetonitrile), [OH-].[Na+] (sodium hydroxide). Reagents/catalysts: [Cl-].C(CCC)[N+](CCCC)(CCCC)CCCC (tetrabutylammonium chloride). Solvent: C(C)OCC.O (diethyl ether water). Run at temperature 45 celsius, time 1 hour. Yields the product FC1=CC=C(C=C1)C(C#N)C(C)C (4-fluoro-α-(1-methylethyl)benzeneacetonitrile). The yield is 71.6%. RXN SMILES: [OH-].[Na+].[F:3][C:4]1[CH:9]=[CH:8][C:7]([CH2:10][C:11]#[N:12])=[CH:6][CH:5]=1.Br[CH:14]([CH3:16])[CH3:15]>[Cl-].C([N+](CCCC)(CCCC)CCCC)CCC.C(OCC)C.O>[F:3][C:4]1[CH:9]=[CH:8][C:7]([CH:10]([CH:14]([CH3:16])[CH3:15])[C:11]#[N:12])=[CH:6][CH:5]=1 |f:0.1,4.5,6.7|. Procedure details: To a stirred solution of 50% sodium hydroxide (5.2 g, 65.2 mmol) there was added 4-fluorophenylacetonitrile (10.0 g, 74.1 mmol), sodium hydroxide pellets (0.7 g, 18.5 mmol) and tetrabutylammonium chloride (3.3 g, 14.1 mmol) and the reaction mixture was heated to 45° C. To the reaction mixture there was added 2-bromopropane (10.0 g, 81.5 mmol) and the reaction mixture heated at 60-65° C. for 1 hour, and then at 90-95° C. for 1 hour. The reaction mixture was cooled to ambient temperature. The reac... Reactants: C(C1=CC=CC=C1)N(CC1=CC=CC=C1)[C@@H](CC1=CC=CC=C1)C(C=C(CC1=CC=CC=C1)N)=O ((2S)-2-(N,N-dibenzylamino)-5-amino-1,6-diphenyl-4-hexene-3-one), ice water, ice water, N1=CC=CC=C1 (pyridine), ClC(=O)OCC (ethyl chloroformate), O (water). Solvent: C1(=CC=CC=C1)C (toluene). Run at temperature 70 celsius, time 12 hour. The product is C(C1=CC=CC=C1)N(CC1=CC=CC=C1)[C@@H](C(C1=CC=CC=C1)N)C(C=C(CC1=CC=CC=C1)C(=O)OCC)=O ((2S)-2-(N,N-dibenzylamino)-5-ethoxycarbonyl-amino-1,6-diphenyl-4-hexen-3-one). Yield: 28.5%. RXN SMILES: [CH2:1]([N:8]([C@H:16]([C:24](=[O:35])[CH:25]=[C:26](N)[CH2:27][C:28]1[CH:33]=[CH:32][CH:31]=[CH:30][CH:29]=1)[CH2:17][C:18]1[CH:23]=[CH:22][CH:21]=[CH:20][CH:19]=1)[CH2:9][C:10]1[CH:15]=[CH:14][CH:13]=[CH:12][CH:11]=1)[C:2]1[CH:7]=[CH:6][CH:5]=[CH:4][CH:3]=1.[N:36]1C=CC=CC=1.Cl[C:43]([O:45][CH2:46][CH3:47])=[O:44].O>C1(C)C=CC=CC=1>[CH2:1]([N:8]([C@H:16]([C:24](=[O:35])[CH:25]=[C:26]([C:43]([O:45][CH2:46][CH3:47])=[O:44])[CH2:27][C:28]1[CH:33]=[CH:32][CH:31]=[CH:30][CH:29]=1)[CH:17]([NH2:36])[C:18]1[CH:19]=[CH:20][CH:21]=[CH:22][CH:23]=1)[CH2:9][C:10]1[CH:15]=[CH:14][CH:13]=[CH:12][CH:11]=1)[C:2]1[CH:3]=[CH:4][CH:5]=[CH:6][CH:7]=1. Procedure details: A solution of 5 g of (2S)-2-(N,N-dibenzylamino)-5-amino-1,6-diphenyl-4-hexene-3-one in toluene (100 ml) was chilled with ice water. To the solution, 5 ml of pyridine and 5 ml of ethyl chloroformate were gradually added. The reaction mixture was stirred at 70° C. for 12 hours, and then chilled with ice water. 5 ml of water was added to the reaction mixture, and the mixture was held at the same temperature for 1 hour. The reaction mixture was then washed with 50 ml of water and 50 ml of a dilute s... Starting materials: C(C)(C)(C)OC(=O)N1[C@H](C(=O)O)CC(C1)=O (1-(tert-butoxycarbonyl)-4-oxoproline), N(=C=O)C1=CC(=CC=C1)C (1-isocyanato-3-methylbenzene), N1CC(C1)O (3-azetidinol). Yields the product OC1CN(C1)C(=O)[C@H]1N(CC(C1)=O)C(=O)NC1=CC(=CC=C1)C ((2S)-2-[(3-hydroxy-1-azetidinyl)carbonyl]-N-(3-methylphenyl)-4-oxo-1-pyrrolidinecarboxamide). As a reaction SMILES: C(O[C:6]([N:8]1[CH2:15][C:14](=[O:16])[CH2:13][C@H:9]1[C:10]([OH:12])=O)=[O:7])(C)(C)C.[N:17]([C:20]1[CH:25]=[CH:24][CH:23]=[C:22]([CH3:26])[CH:21]=1)=C=O.[NH:27]1[CH2:30][CH:29]([OH:31])[CH2:28]1>>[OH:31][CH:29]1[CH2:30][N:27]([C:10]([C@@H:9]2[CH2:13][C:14](=[O:16])[CH2:15][N:8]2[C:6]([NH:17][C:20]2[CH:25]=[CH:24][CH:23]=[C:22]([CH3:26])[CH:21]=2)=[O:7])=[O:12])[CH2:28]1. Reported procedure: Following the general method as outlined in Example 22, starting from 1-(tert-butoxycarbonyl)-4-oxoproline, 1-isocyanato-3-methylbenzene, and 3-azetidinol the title compound was obtained in 73% purity by LC/MS. MS(ESI+): m/z=318.0.